From a dataset of the Open Reaction Database (ORD), a public repository of structured organic reaction records. describe an organic reaction: reactants, conditions, products, and yield Reactants: C1COCCN1, CN1CCCC1=O, CCOC(C)=O, CC(C)n1cc(-c2nc(Br)c(N)nc2-c2ccccc2)ccc1=O, O. Product: CC(C)n1cc(-c2nc(N3CCOCC3)c(N)nc2-c2ccccc2)ccc1=O. Reaction SMILES: [CH2:25]1[CH2:26][O:27][CH2:28][CH2:29][NH:30]1.[CH3:31][N:32]1[CH2:33][CH2:34][CH2:35][C:36]1=[O:37].[CH3:38][CH2:39][O:40][C:41]([CH3:42])=[O:43].[NH2:1][c:2]1[n:3][c:4](-[c:19]2[cH:20][cH:21][cH:22][cH:23][cH:24]2)[c:5](-[c:9]2[cH:10][cH:11][c:12](=[O:18])[n:13]([CH:15]([CH3:16])[CH3:17])[cH:14]2)[n:6][c:7]1[Br:8].[OH2:44]>>[NH2:1][c:2]1[n:3][c:4](-[c:19]2[cH:20][cH:21][cH:22][cH:23][cH:24]2)[c:5](-[c:9]2[cH:10][cH:11][c:12](=[O:18])[n:13]([CH:15]([CH3:16])[CH3:17])[cH:14]2)[n:6][c:7]1[N:30]1[CH2:25][CH2:26][O:27][CH2:28][CH2:29]1. Yields the product CCCN1CC(Nc2ccc3c(c2)CCO3)CC2c3cccc4c3c(cn4C)CC21. RXN SMILES: [CH2:5]([CH2:6][CH3:7])[N:8]1[CH2:9][CH:10]([NH:24][c:25]2[cH:26][cH:27][c:28]3[c:29]([cH:33]2)[CH2:30][CH2:31][O:32]3)[CH2:11][CH:12]2[c:13]3[cH:14][cH:15][cH:16][c:17]4[nH:18][cH:19][c:20]([c:23]34)[CH2:21][CH:22]12.[CH3:35][S:36]([CH3:37])=[O:38].[CH3:3][I:4].[K+:2].[OH-:1].[OH2:34]>>[CH3:3][n:18]1[c:17]2[cH:16][cH:15][cH:14][c:13]3[c:23]2[c:20]([cH:19]1)[CH2:21][CH:22]1[N:8]([CH2:5][CH2:6][CH3:7])[CH2:9][CH:10]([NH:24][c:25]2[cH:26][cH:27][c:28]4[c:29]([cH:33]2)[CH2:30][CH2:31][O:32]4)[CH2:11][CH:12]31. Reactants: CCCN1CC(Nc2ccc3c(c2)CCO3)CC2c3cccc4[nH]cc(c34)CC21, CS(C)=O, CI, [K+], [OH-], O. Starting materials: CCOC(=O)C(C)(C)Cc1c(C(=O)C(C)(C)C)c2cc(OCc3ccccn3)ccn2c1C(=O)c1ccc(Br)cc1, O=C([O-])[O-], C1CCOC1, [Na+], [Na+], c1ccc(P(c2ccccc2)(c2ccccc2)[Pd](P(c2ccccc2)(c2ccccc2)c2ccccc2)(P(c2ccccc2)(c2ccccc2)c2ccccc2)P(c2ccccc2)(c2ccccc2)c2ccccc2)cc1, OB(O)c1cccnc1. The product is CCOC(=O)C(C)(C)Cc1c(C(=O)C(C)(C)C)c2cc(OCc3ccccn3)ccn2c1C(=O)c1ccc(-c2cccnc2)cc1. Reaction SMILES: [Br:1][c:2]1[cH:3][cH:4][c:5]([C:8](=[O:9])[c:10]2[c:11]([CH2:33][C:34]([C:35](=[O:36])[O:37][CH2:38][CH3:39])([CH3:40])[CH3:41])[c:12]([C:27]([C:28]([CH3:29])([CH3:30])[CH3:31])=[O:32])[c:13]3[cH:14][c:15]([O:19][CH2:20][c:21]4[n:22][cH:23][cH:24][cH:25][cH:26]4)[cH:16][cH:17][n:18]23)[cH:6][cH:7]1.[C:51](=[O:52])([O-:53])[O-:54].[CH2:57]1[O:58][CH2:59][CH2:60][CH2:61]1.[Na+:55].[Na+:56].[cH:62]1[cH:63][cH:64][c:65]([P:66]([Pd:67]([P:68]([c:69]2[cH:70][cH:71][cH:72][cH:73][cH:74]2)([c:75]2[cH:76][cH:77][cH:78][cH:79][cH:80]2)[c:81]2[cH:82][cH:83][cH:84][cH:85][cH:86]2)([P:87]([c:88]2[cH:89][cH:90][cH:91][cH:92][cH:93]2)([c:94]2[cH:95][cH:96][cH:97][cH:98][cH:99]2)[c:100]2[cH:101][cH:102][cH:103][cH:104][cH:105]2)[P:106]([c:107]2[cH:108][cH:109][cH:110][cH:111][cH:112]2)([c:113]2[cH:114][cH:115][cH:116][cH:117][cH:118]2)[c:119]2[cH:120][cH:121][cH:122][cH:123][cH:124]2)([c:125]2[cH:126][cH:127][cH:128][cH:129][cH:130]2)[c:131]2[cH:132][cH:133][cH:134][cH:135][cH:136]2)[cH:137][cH:138]1.[n:42]1[cH:43][c:44]([B:48]([OH:49])[OH:50])[cH:45][cH:46][cH:47]1>>[c:2]1(-[c:44]2[cH:43][n:42][cH:47][cH:46][cH:45]2)[cH:3][cH:4][c:5]([C:8](=[O:9])[c:10]2[c:11]([CH2:33][C:34]([C:35](=[O:36])[O:37][CH2:38][CH3:39])([CH3:40])[CH3:41])[c:12]([C:27]([C:28]([CH3:29])([CH3:30])[CH3:31])=[O:32])[c:13]3[cH:14][c:15]([O:19][CH2:20][c:21]4[n:22][cH:23][cH:24][cH:25][cH:26]4)[cH:16][cH:17][n:18]23)[cH:6][cH:7]1. Starting materials: [Br-], COC(=O)C(=O)OC, C1CCOC1, CCCCCC, Cl, Fc1ccc([Mg+])cc1. Product: COC(=O)C(=O)c1ccc(F)cc1. RXN SMILES: [Br-:9].[C:1]([C:2](=[O:3])[O:4][CH3:5])(=[O:6])[O:7][CH3:8].[CH2:19]1[O:20][CH2:21][CH2:22][CH2:23]1.[CH3:24][CH2:25][CH2:26][CH2:27][CH2:28][CH3:29].[ClH:18].[F:10][c:11]1[cH:12][cH:13][c:14]([Mg+:17])[cH:15][cH:16]1>>[C:1]([C:2](=[O:3])[c:14]1[cH:13][cH:12][c:11]([F:10])[cH:16][cH:15]1)(=[O:6])[O:7][CH3:8]. Starting materials: ClC1=C(C=CC=C1)N1N=C(C=C1C(=O)O)C(F)(F)F (1-(2-chlorophenyl)-3-trifluoromethyl-1H-pyrazole-5-carboxylic acid), S(=O)(Cl)Cl (thionyl chloride). Product: ClC1=C(C=CC=C1)N1N=C(C=C1C(=O)Cl)C(F)(F)F (1-(2-chlorophenyl)-3-trifluoromethyl-1H-pyrazole-5-carbonyl chloride). RXN SMILES: [Cl:1][C:2]1[CH:7]=[CH:6][CH:5]=[CH:4][C:3]=1[N:8]1[C:12]([C:13](O)=[O:14])=[CH:11][C:10]([C:16]([F:19])([F:18])[F:17])=[N:9]1.S(Cl)([Cl:22])=O>>[Cl:1][C:2]1[CH:7]=[CH:6][CH:5]=[CH:4][C:3]=1[N:8]1[C:12]([C:13]([Cl:22])=[O:14])=[CH:11][C:10]([C:16]([F:19])([F:18])[F:17])=[N:9]1. Reported procedure: A mixture of 10.65 g of 1-(2-chlorophenyl)-3-trifluoromethyl-1H-pyrazole-5-carboxylic acid and 8 ml of thionyl chloride heated to reflux for 2 hours. The reaction mixture was allowed to cool to room temperature, concentrated under reduced pressure, and subjected to distillation under reduced pressure (110° C./5 mmHg) to obtain 8.39 g of 1-(2-chlorophenyl)-3-trifluoromethyl-1H-pyrazole-5-carbonyl chloride of the formula: Starting materials: ClC1=CC=C(CCl)C=C1 (4-chlorobenzyl chloride), O=C1N(C2=CC=CC=C2C(N1)=O)CC(=O)OCC (ethyl 2-(1,2,3,4-tetrahydro-2,4-dioxoquinazolin-1-yl)-acetate), [H-].[Na+] (sodium hydride). Run in CN(C=O)C (N,N-dimethylformamide), CN(C=O)C (N,N-dimethylformamide), C(C)(=O)OCC (ethyl acetate). Yields the product ClC1=CC=C(CN2C(N(C3=CC=CC=C3C2=O)CC(=O)OCC)=O)C=C1 (ethyl 2-[3-(4-chlorobenzyl)-1,2,3,4-tetrahydro-2,4-dioxoquinazolin-1-yl]acetate). Isolated yield 84.9%. Reaction SMILES: [H-].[Na+].[O:3]=[C:4]1[NH:13][C:12](=[O:14])[C:11]2[C:6](=[CH:7][CH:8]=[CH:9][CH:10]=2)[N:5]1[CH2:15][C:16]([O:18][CH2:19][CH3:20])=[O:17].[Cl:21][C:22]1[CH:29]=[CH:28][C:25]([CH2:26]Cl)=[CH:24][CH:23]=1>CN(C)C=O.C(OCC)(=O)C>[Cl:21][C:22]1[CH:29]=[CH:28][C:25]([CH2:26][N:13]2[C:12](=[O:14])[C:11]3[C:6](=[CH:7][CH:8]=[CH:9][CH:10]=3)[N:5]([CH2:15][C:16]([O:18][CH2:19][CH3:20])=[O:17])[C:4]2=[O:3])=[CH:24][CH:23]=1 |f:0.1|. Procedure details: To a suspension of sodium hydride (60% in mineral oil, 367 mg) in N,N-dimethylformamide (15 ml) was added a solution of ethyl 2-(1,2,3,4-tetrahydro-2,4-dioxoquinazolin-1-yl)-acetate (2.0 g) in N,N-dimethylformamide (35 ml) with stirring at room temperature under nitrogem atmosphere, and the mixture was stirred at the same temperature for 15 minutes. To this mixture was added 4-chlorobenzyl chloride (1.48 g) with stirring at room temperature and the mixture was stirred at the same temperature for... Reactants: [BH4-], CCO, CCOC(=O)c1nc(-c2ccc(Cl)cc2OC)ns1, [Na+]. The product is COc1cc(Cl)ccc1-c1nsc(CO)n1. As a reaction SMILES: [BH4-:20].[CH3:22][CH2:23][OH:24].[Cl:1][c:2]1[cH:3][c:4]([O:18][CH3:19])[c:5](-[c:8]2[n:9][s:10][c:11]([C:13](=[O:14])[O:15][CH2:16][CH3:17])[n:12]2)[cH:6][cH:7]1.[Na+:21]>>[Cl:1][c:2]1[cH:3][c:4]([O:18][CH3:19])[c:5](-[c:8]2[n:9][s:10][c:11]([CH2:13][OH:14])[n:12]2)[cH:6][cH:7]1. Reactants: Cl (hydrochloric acid), C(N)(=O)C=1C=C(C=C2C=CN(C12)CCCO)C[C@@H](C)N(C(OC(C)(C)C)=O)CCOC1=C(C=CC=C1)OCC (tert-Butyl (R)-N-[2-[7-carbamoyl-1-(3-hydroxy-propyl)-1H-indol-5-yl]-1-methylethyl]-N-[2-(2-ethoxyphenoxy)ethyl]carbamate), C([O-])(O)=O.[Na+] (sodium bicarbonate). The solvent is C(C)(C)O (isopropanol). Yields the product C(C)OC1=C(OCCN[C@@H](CC=2C=C3C=CN(C3=C(C2)C(=O)N)CCCO)C)C=CC=C1 ((R)-5-[2-[[2-(2-ethoxyphenoxy)ethyl]amino]-propyl]-1-(3-hydroxypropyl)-1H-indole-7-carboxamide). Isolated yield 35.0%. Reaction SMILES: [C:1]([C:4]1[CH:5]=[C:6]([CH2:17][C@H:18]([N:20]([CH2:28][CH2:29][O:30][C:31]2[CH:36]=[CH:35][CH:34]=[CH:33][C:32]=2[O:37][CH2:38][CH3:39])C(=O)OC(C)(C)C)[CH3:19])[CH:7]=[C:8]2[C:12]=1[N:11]([CH2:13][CH2:14][CH2:15][OH:16])[CH:10]=[CH:9]2)(=[O:3])[NH2:2].Cl.C(=O)(O)[O-].[Na+]>C(O)(C)C>[CH2:38]([O:37][C:32]1[CH:33]=[CH:34][CH:35]=[CH:36][C:31]=1[O:30][CH2:29][CH2:28][NH:20][C@H:18]([CH3:19])[CH2:17][C:6]1[CH:7]=[C:8]2[C:12](=[C:4]([C:1]([NH2:2])=[O:3])[CH:5]=1)[N:11]([CH2:13][CH2:14][CH2:15][OH:16])[CH:10]=[CH:9]2)[CH3:39] |f:2.3|. Reported procedure: tert-Butyl (R)-N-[2-[7-carbamoyl-1-(3-hydroxy-propyl)-1H-indol-5-yl]-1-methylethyl]-N-[2-(2-ethoxyphenoxy)ethyl]carbamate (4.45 g) was dissolved in isopropanol (50 ml), and concentrated hydrochloric acid (25 ml) was added portionwise to the solution under ice-cooling with stirring. After the mixture was stirred for 3 hours at room temperature, a saturated aqueous sodium bicarbonate solution was added to the reaction mixture under ice-cooling and the mixture was extracted with ethyl acetate. The ... Starting materials: C(C1=CC=CC=C1)(=O)Cl (benzoyl chloride), C([O-])(O)=O.[Na+] (sodium bicarbonate), [SeH2].[Na] (sodium hydrogen selenide), [Se-2].[Na+].[Na+] (sodium selenide), [Se] (selenium), [BH4-].[Na+] (sodium borohydride). The solvent is O (water). The product is C(C1=CC=CC=C1)(=O)[Se]C(C1=CC=CC=C1)=O (dibenzoyl selenide). Reaction SMILES: [Se-2:1].[Na+].[Na+].[Se].[BH4-].[Na+].[SeH2].[Na].[C:9](Cl)(=[O:16])[C:10]1[CH:15]=[CH:14][CH:13]=[CH:12][CH:11]=1.[C:18](=[O:21])(O)[O-].[Na+]>O>[C:9]([Se:1][C:18](=[O:21])[C:10]1[CH:15]=[CH:14][CH:13]=[CH:12][CH:11]=1)(=[O:16])[C:10]1[CH:15]=[CH:14][CH:13]=[CH:12][CH:11]=1 |f:0.1.2,4.5,6.7,9.10,^3:3,^1:7|. Procedure details: A sodium selenide solution is initially prepared by the reaction of about 3.2 grams (0.04 moles) of selenium powder with about 3 grams (0.08 moles) sodium borohydride in water according to the method described by D. L. Klayman et al, J. Am. Chem. Soc. 95, 197 (1973). The flask containing the sodium hydrogen selenide solution is purged of air with nitrogen and about 11.2 grams (0.08 moles) benzoyl chloride and about 10 grams sodium bicarbonate added to the reaction mixture with mild agitation. Th... Starting materials: COCCOC, CCCCCC, OB(O)c1ccccc1F, Nc1ncc(Br)cn1, [Na+], [Na+], O=C([O-])[O-], O=S(=O)(O)O, c1ccc(P(c2ccccc2)(c2ccccc2)[Pd](P(c2ccccc2)(c2ccccc2)c2ccccc2)(P(c2ccccc2)(c2ccccc2)c2ccccc2)P(c2ccccc2)(c2ccccc2)c2ccccc2)cc1. Yields the product Nc1ncc(-c2ccccc2F)cn1. RXN SMILES: [CH2:30]([CH2:31][O:32][CH3:33])[O:34][CH3:35].[CH3:113][CH2:114][CH2:115][CH2:116][CH2:117][CH3:118].[F:9][c:10]1[c:11]([B:16]([OH:17])[OH:18])[cH:12][cH:13][cH:14][cH:15]1.[NH2:1][c:2]1[n:3][cH:4][c:5]([Br:8])[cH:6][n:7]1.[Na+:19].[Na+:20].[O-:21][C:22](=[O:23])[O-:24].[S:25](=[O:26])(=[O:27])([OH:28])[OH:29].[cH:36]1[cH:37][cH:38][c:39]([P:40]([Pd:41]([P:42]([c:43]2[cH:44][cH:45][cH:46][cH:47][cH:48]2)([c:49]2[cH:50][cH:51][cH:52][cH:53][cH:54]2)[c:55]2[cH:56][cH:57][cH:58][cH:59][cH:60]2)([P:61]([c:62]2[cH:63][cH:64][cH:65][cH:66][cH:67]2)([c:68]2[cH:69][cH:70][cH:71][cH:72][cH:73]2)[c:74]2[cH:75][cH:76][cH:77][cH:78][cH:79]2)[P:80]([c:81]2[cH:82][cH:83][cH:84][cH:85][cH:86]2)([c:87]2[cH:88][cH:89][cH:90][cH:91][cH:92]2)[c:93]2[cH:94][cH:95][cH:96][cH:97][cH:98]2)([c:99]2[cH:100][cH:101][cH:102][cH:103][cH:104]2)[c:105]2[cH:106][cH:107][cH:108][cH:109][cH:110]2)[cH:111][cH:112]1>>[NH2:1][c:2]1[n:3][cH:4][c:5](-[c:11]2[c:10]([F:9])[cH:15][cH:14][cH:13][cH:12]2)[cH:6][n:7]1.